From a dataset of the Open Reaction Database (ORD), a public repository of structured organic reaction records. describe an organic reaction: reactants, conditions, products, and yield Reactants: CC(C)(C)C(=O)Cl, CCOC(C)=O, COCCCc1cn(C)c2ccc(CC(CC(NC(=O)OC(C)(C)C)C(O)CN)C(C)C)cc12, [Na+], [Na+], O=C([O-])[O-], O. Yields the product COCCCc1cn(C)c2ccc(CC(CC(NC(=O)OC(C)(C)C)C(O)CNC(=O)C(C)(C)C)C(C)C)cc12. RXN SMILES: [C:41]([C:42]([CH3:43])([CH3:44])[CH3:45])(=[O:46])[Cl:47].[CH3:49][CH2:50][O:51][C:52](=[O:53])[CH3:54].[NH2:1][CH2:2][CH:3]([OH:4])[CH:5]([CH2:6][CH:7]([CH:8]([CH3:9])[CH3:10])[CH2:11][c:12]1[cH:13][c:14]2[c:15]([CH2:22][CH2:23][CH2:24][O:25][CH3:26])[cH:16][n:17]([CH3:21])[c:18]2[cH:19][cH:20]1)[NH:27][C:28]([O:29][C:30]([CH3:31])([CH3:32])[CH3:33])=[O:34].[Na+:35].[Na+:36].[O-:37][C:38](=[O:39])[O-:40].[OH2:48]>>[NH:1]([CH2:2][CH:3]([OH:4])[CH:5]([CH2:6][CH:7]([CH:8]([CH3:9])[CH3:10])[CH2:11][c:12]1[cH:13][c:14]2[c:15]([CH2:22][CH2:23][CH2:24][O:25][CH3:26])[cH:16][n:17]([CH3:21])[c:18]2[cH:19][cH:20]1)[NH:27][C:28]([O:29][C:30]([CH3:31])([CH3:32])[CH3:33])=[O:34])[C:41]([C:42]([CH3:43])([CH3:44])[CH3:45])=[O:46]. The reactants are CCOc1cc(Br)ccc1OC, C1CCOC1, CCCCCC, O, O=Cc1cccc(-n2cccc2)c1. Product: CCOc1cc(C(O)c2cccc(-n3cccc3)c2)ccc1OC. Reaction SMILES: [Br:1][c:2]1[cH:3][c:4]([O:10][CH2:11][CH3:12])[c:5]([O:8][CH3:9])[cH:6][cH:7]1.[CH2:33]1[O:34][CH2:35][CH2:36][CH2:37]1.[CH3:13][CH2:14][CH2:15][CH2:16][CH2:17][CH3:18].[OH2:32].[n:19]1(-[c:24]2[cH:25][c:26]([CH:27]=[O:28])[cH:29][cH:30][cH:31]2)[cH:20][cH:21][cH:22][cH:23]1>>[c:2]1([CH:27]([c:26]2[cH:25][c:24](-[n:19]3[cH:20][cH:21][cH:22][cH:23]3)[cH:31][cH:30][cH:29]2)[OH:28])[cH:3][c:4]([O:10][CH2:11][CH3:12])[c:5]([O:8][CH3:9])[cH:6][cH:7]1. Starting materials: BrC1=CC=C(C=C1)[C@@H]1[C@H](C1)C(=O)N1CCCCC1 (((1S,2S)-2-(4-bromophenyl)cyclopropyl)(piperidin-1-yl)methanone), C1CCOC1 (THF). Product: BrC1=CC=C(C=C1)[C@@H]1[C@H](C1)CN1CCCCC1 (1-(((1S,2S)-2-(4-bromophenyl)cyclopropyl)methyl)piperidine). RXN SMILES: [Br:1][C:2]1[CH:7]=[CH:6][C:5]([C@H:8]2[CH2:10][C@@H:9]2[C:11]([N:13]2[CH2:18][CH2:17][CH2:16][CH2:15][CH2:14]2)=O)=[CH:4][CH:3]=1.C1COCC1>>[Br:1][C:2]1[CH:7]=[CH:6][C:5]([C@H:8]2[CH2:10][C@@H:9]2[CH2:11][N:13]2[CH2:18][CH2:17][CH2:16][CH2:15][CH2:14]2)=[CH:4][CH:3]=1. Procedure details: Following the general procedure, reaction of 6b (3.70 g assayed, 12.0 mmol) with 1 M BH3 in THF (42.0 mL, 42.0 mmol) afforded 7b in an assay yield of 2.77 g (9.4 mmol, 78% assay yield, 99% peak area). A sample was concentrated in vacuo to an oil to provide the standard. Starting materials: C(#N)C1=CC=C(C=C1)CC(=O)O (4-cyanophenylacetic acid), C(=O)(N1C=NC=C1)N1C=NC=C1 (carbonyldiimidazole), C1(=CC=CC2=CC=CC=C12)N(C(=O)C=1C=CC(=C(N)C1)NC)C (5-(naphthalen-1-yl-methylaminocarbonyl)-2-methylamino-aniline). Run in O1CCCC1 (tetrahydrofuran). Reaction conditions: temperature 50 celsius, time 1 hour. The product is CN(C(=O)C1=CC2=C(N(C(=N2)CC2=CC=C(C#N)C=C2)C)C=C1)C1=CC=CC2=CC=CC=C12 (4-[(5-(N-methyl-naphthalen-1-yl-aminocarbonyl)-1-methyl-1H-benzimidazol-2-yl)-methyl]-benzonitrile). As a reaction SMILES: [C:1]([C:3]1[CH:8]=[CH:7][C:6]([CH2:9][C:10](O)=O)=[CH:5][CH:4]=1)#[N:2].C(N1C=CN=C1)(N1C=CN=C1)=O.[C:25]1([N:35]([CH3:47])[C:36]([C:38]2[CH:39]=[CH:40][C:41]([NH:45][CH3:46])=[C:42]([CH:44]=2)[NH2:43])=[O:37])[C:34]2[C:29](=[CH:30][CH:31]=[CH:32][CH:33]=2)[CH:28]=[CH:27][CH:26]=1>O1CCCC1>[CH3:47][N:35]([C:25]1[C:34]2[C:29](=[CH:30][CH:31]=[CH:32][CH:33]=2)[CH:28]=[CH:27][CH:26]=1)[C:36]([C:38]1[CH:39]=[CH:40][C:41]2[N:45]([CH3:46])[C:10]([CH2:9][C:6]3[CH:5]=[CH:4][C:3]([C:1]#[N:2])=[CH:8][CH:7]=3)=[N:43][C:42]=2[CH:44]=1)=[O:37]. Procedure details: 483 mg (3.0 mmol) of 4-cyanophenylacetic acid and 486 mg (3.0 mmol) of carbonyldiimidazole are dissolved in 20 ml tetrahydrofuran and stirred for 1 hour at 50° C. Then 916 mg 5-(naphthalen-1-yl-methylaminocarbonyl)-2-methylamino-aniline are added thereto and stirring is continued for a further 3 hours at 50° C. The solvent is concentrated by evaporation, the residue is combined with 30 ml glacial acetic acid and refluxed for 1 hour. After evaporation of the solvent the filtrate is chromatographe... Reactants: ClC1=CC2=C(SC(=C2C)S(=O)(=O)Cl)C=C1 (5-chloro-3-methylbenzo[b]thiophene-2-sulfonyl chloride), CC1=C(C=C(C=C1)N)N1CCN(CC1)C (4-methyl-3-(4-methylpiperazin-1-yl)benzenamine). Yields the product CC1=C(C=C(C=C1)NS(=O)(=O)C1=C(C2=C(S1)C=CC(=C2)Cl)C)N2CCN(CC2)C (5-Chloro-3-methylbenzo[b]thiophene-2-sulfonic acid[4-methyl-3-(4-methylpiperazin-1-yl)phenyl]amide). Reaction SMILES: [Cl:1][C:2]1[CH:15]=[CH:14][C:5]2[S:6][C:7]([S:10](Cl)(=[O:12])=[O:11])=[C:8]([CH3:9])[C:4]=2[CH:3]=1.[CH3:16][C:17]1[CH:22]=[CH:21][C:20]([NH2:23])=[CH:19][C:18]=1[N:24]1[CH2:29][CH2:28][N:27]([CH3:30])[CH2:26][CH2:25]1>>[CH3:16][C:17]1[CH:22]=[CH:21][C:20]([NH:23][S:10]([C:7]2[S:6][C:5]3[CH:14]=[CH:15][C:2]([Cl:1])=[CH:3][C:4]=3[C:8]=2[CH3:9])(=[O:12])=[O:11])=[CH:19][C:18]=1[N:24]1[CH2:25][CH2:26][N:27]([CH3:30])[CH2:28][CH2:29]1. Reported procedure: The title compound (E142) was prepared from 5-chloro-3-methylbenzo[b]thiophene-2-sulfonyl chloride and 4-methyl-3-(4-methylpiperazin-1-yl)benzenamine according to the method of Example 1 MH+=448/450. Starting materials: O=C([O-])[O-], CC(=O)Oc1c(Br)cccc1C1CC1, CO, Cl, [K+], [K+], O. Yields the product Oc1c(Br)cccc1C1CC1. RXN SMILES: [C:1](=[O:2])([O-:3])[O-:4].[C:7](=[O:8])([CH3:9])[O:10][c:11]1[c:12]([Br:20])[cH:13][cH:14][cH:15][c:16]1[CH:17]1[CH2:18][CH2:19]1.[CH3:23][OH:24].[ClH:22].[K+:5].[K+:6].[OH2:21]>>[OH:10][c:11]1[c:12]([Br:20])[cH:13][cH:14][cH:15][c:16]1[CH:17]1[CH2:18][CH2:19]1. The reactants are C(=O)C=1C=C2C(=CNC2=CC1)CC1=C(C=C(C(=O)OC)C=C1)OC (methyl 4-(5-formylindol-3-ylmethyl)-3-methoxybenzoate), [H-].[Na+] (Sodium hydride), Cl (hydrochloric acid), CI (Methyl iodide). The solvent is CN(C=O)C (N,N-dimethylformamide), CN(C=O)C (N,N-dimethylformamide). Conditions: time 1 hour. Product: C(=O)C=1C=C2C(=CN(C2=CC1)C)CC1=C(C=C(C(=O)OC)C=C1)OC (methyl 4-(5-formyl-1-methylindol-3-ylmethyl)-3-methoxybenzoate). Yield: 80.9%. As a reaction SMILES: [H-].[Na+].[CH:3]([C:5]1[CH:6]=[C:7]2[C:11](=[CH:12][CH:13]=1)[NH:10][CH:9]=[C:8]2[CH2:14][C:15]1[CH:24]=[CH:23][C:18]([C:19]([O:21][CH3:22])=[O:20])=[CH:17][C:16]=1[O:25][CH3:26])=[O:4].[CH3:27]I.Cl>CN(C)C=O>[CH:3]([C:5]1[CH:6]=[C:7]2[C:11](=[CH:12][CH:13]=1)[N:10]([CH3:27])[CH:9]=[C:8]2[CH2:14][C:15]1[CH:24]=[CH:23][C:18]([C:19]([O:21][CH3:22])=[O:20])=[CH:17][C:16]=1[O:25][CH3:26])=[O:4] |f:0.1|. Reported procedure: Sodium hydride (1.23 g of a 60% dispersion in mineral oil) was added to dry N,N-dimethylformamide (100 ml), under an atmosphere of nitrogen. The mixture was cooled in an ice-bath, a solution of methyl 4-(5-formylindol-3-ylmethyl)-3-methoxybenzoate (9.0 g) in N,N-dimethylformamide (20 ml) added slowly, and the mixture stirred for 1 hr. Methyl iodide (4.34 g) was added slowly, stirring continued for 2.5 hr., then the mixture carefully acidified with hydrochloric acid (100 ml) to give an off-white ...